This data is from the Open Reaction Database (ORD), a public repository of structured organic reaction records. The task is: describe an organic reaction: reactants, conditions, products, and yield Reactants: CS(C)=O, CCOC(C)=O, CC(C)(C)[O-], CCN1c2ncc(CCl)cc2C(=O)N(C)c2ccc(Cl)nc21, [K+], Oc1cccc(O)c1. The product is CCN1c2ncc(Cc3cccc(O)c3)cc2C(=O)N(C)c2ccc(Cl)nc21. Reaction SMILES: [CH3:37][S:38](=[O:39])[CH3:40].[CH3:41][CH2:42][O:43][C:44](=[O:45])[CH3:46].[CH3:9][C:10]([CH3:11])([O-:12])[CH3:13].[Cl:15][c:16]1[cH:17][cH:18][c:19]2[c:25]([n:26]1)[N:24]([CH2:27][CH3:28])[c:23]1[c:22]([cH:32][c:31]([CH2:33][Cl:34])[cH:30][n:29]1)[C:21](=[O:35])[N:20]2[CH3:36].[K+:14].[OH:1][c:2]1[cH:3][cH:4][cH:5][c:6]([OH:7])[cH:8]1>>[c:2]1([CH2:33][c:31]2[cH:30][n:29][c:23]3[c:22]([cH:32]2)[C:21](=[O:35])[N:20]([CH3:36])[c:19]2[cH:18][cH:17][c:16]([Cl:15])[n:26][c:25]2[N:24]3[CH2:27][CH3:28])[cH:3][cH:4][cH:5][c:6]([OH:7])[cH:8]1. Reactants: IC1=CC=C(C(=O)OCC)C=C1 (ethyl 4-iodobenzoate), acyl chloride, C(C(C)(C)C)(=O)Cl (Pivaloyl chloride). Reported procedure: A round bottom flask was charged with the ethyl 4-iodobenzoate (10 g, 36 mmol) and THF (45 mL). Solution cooled down to 0° C. Turbo Grignard 1.3 M in THF (30.6 mL, 39.8 mmol) was then added in one portion and the reaction stirred for 30 minutes at 0° C. Pivaloyl chloride (5.35 mL, 43.5 mmol) was then charged in a second flask in THF (10 mL) and the preformed anion transferred via canula to the acyl chloride. The reaction was then slowly warmed to room temperature and stirred overnight. The react... Run in C1CCOC1 (THF), C1CCOC1 (THF), C1CCOC1 (THF). Product: C(C(C)(C)C)(=O)C1=CC=C(C(=O)OCC)C=C1 (ethyl 4-pivaloylbenzoate), crude yellow gum. RXN SMILES: I[C:2]1[CH:12]=[CH:11][C:5]([C:6]([O:8][CH2:9][CH3:10])=[O:7])=[CH:4][CH:3]=1.[C:13](Cl)(=[O:18])[C:14]([CH3:17])([CH3:16])[CH3:15]>C1COCC1>[C:13]([C:2]1[CH:12]=[CH:11][C:5]([C:6]([O:8][CH2:9][CH3:10])=[O:7])=[CH:4][CH:3]=1)(=[O:18])[C:14]([CH3:17])([CH3:16])[CH3:15]. Run at temperature 0 celsius, time 30 minute.